Task: describe an organic reaction: reactants, conditions, products, and yield. Dataset: the Open Reaction Database (ORD), a public repository of structured organic reaction records Reactants: Brc1nccs1, O=C([O-])[O-], CCO, Cc1ccccc1, CC1(C)OB(c2ccc(OCCN(CC(F)(F)F)c3ccc(C#N)c(C(F)(F)F)c3)cc2)OC1(C)C, N#N, [Na+], [Na+], O, c1ccc(P(c2ccccc2)(c2ccccc2)[Pd](P(c2ccccc2)(c2ccccc2)c2ccccc2)(P(c2ccccc2)(c2ccccc2)c2ccccc2)P(c2ccccc2)(c2ccccc2)c2ccccc2)cc1. Product: N#Cc1ccc(N(CCOc2ccc(-c3nccs3)cc2)CC(F)(F)F)cc1C(F)(F)F. As a reaction SMILES: [Br:37][c:38]1[s:39][cH:40][cH:41][n:42]1.[C:43](=[O:44])([O-:45])[O-:46].[CH3:129][CH2:130][OH:131].[CH3:132][c:133]1[cH:134][cH:135][cH:136][cH:137][cH:138]1.[CH3:1][C:2]1([CH3:3])[C:4]([CH3:5])([CH3:6])[O:7][B:8]([c:9]2[cH:10][cH:11][c:12]([O:15][CH2:16][CH2:17][N:18]([c:19]3[cH:20][c:21]([C:27]([F:28])([F:29])[F:30])[c:22]([C:23]#[N:24])[cH:25][cH:26]3)[CH2:31][C:32]([F:33])([F:34])[F:35])[cH:13][cH:14]2)[O:36]1.[N:49]#[N:50].[Na+:47].[Na+:48].[OH2:128].[cH:51]1[cH:52][cH:53][c:54]([P:55]([Pd:56]([P:57]([c:58]2[cH:59][cH:60][cH:61][cH:62][cH:63]2)([c:64]2[cH:65][cH:66][cH:67][cH:68][cH:69]2)[c:70]2[cH:71][cH:72][cH:73][cH:74][cH:75]2)([P:76]([c:77]2[cH:78][cH:79][cH:80][cH:81][cH:82]2)([c:83]2[cH:84][cH:85][cH:86][cH:87][cH:88]2)[c:89]2[cH:90][cH:91][cH:92][cH:93][cH:94]2)[P:95]([c:96]2[cH:97][cH:98][cH:99][cH:100][cH:101]2)([c:102]2[cH:103][cH:104][cH:105][cH:106][cH:107]2)[c:108]2[cH:109][cH:110][cH:111][cH:112][cH:113]2)([c:114]2[cH:115][cH:116][cH:117][cH:118][cH:119]2)[c:120]2[cH:121][cH:122][cH:123][cH:124][cH:125]2)[cH:126][cH:127]1>>[c:9]1(-[c:38]2[s:39][cH:40][cH:41][n:42]2)[cH:10][cH:11][c:12]([O:15][CH2:16][CH2:17][N:18]([c:19]2[cH:20][c:21]([C:27]([F:28])([F:29])[F:30])[c:22]([C:23]#[N:24])[cH:25][cH:26]2)[CH2:31][C:32]([F:33])([F:34])[F:35])[cH:13][cH:14]1.